From a dataset of the Open Reaction Database (ORD), a public repository of structured organic reaction records. describe an organic reaction: reactants, conditions, products, and yield Reactants: C[N+]1([O-])CCOCC1, COC(=O)CC1CCCC(O)C1, CCC[N+](CCC)(CCC)CCC, ClCCl, O=[Ru](=O)(=O)[O-], O. The product is COC(=O)CC1CCCC(=O)C1. Reaction SMILES: [CH3:14][N+:15]1([O-:16])[CH2:17][CH2:18][O:19][CH2:20][CH2:21]1.[CH3:1][O:2][C:3]([CH2:4][CH:5]1[CH2:6][CH:7]([OH:11])[CH2:8][CH2:9][CH2:10]1)=[O:12].[CH3:30][CH2:31][CH2:32][N+:33]([CH2:34][CH2:35][CH3:36])([CH2:37][CH2:38][CH3:39])[CH2:40][CH2:41][CH3:42].[Cl:22][CH2:23][Cl:24].[O-:25][Ru:26](=[O:27])(=[O:28])=[O:29].[OH2:13]>>[CH3:1][O:2][C:3]([CH2:4][CH:5]1[CH2:6][C:7](=[O:11])[CH2:8][CH2:9][CH2:10]1)=[O:12]. Reactants: BrC=1C=C2[C@H]3[C@@H](N4C2=C(C1)CC4)CCN(C3)C(=O)OC(C)(C)C (tert-butyl (6aS,10aR)-2-bromo-4,5,7,8,10,10a-hexahydropyrido[4,3-b]pyrrolo[3,2,1-hi]indole-9(6aH) carboxylate), ClC=1C(=C(C=CC1)B(O)O)C (3-chloro-2-methylphenylboronic acid). Yields the product ClC=1C(=C(C=CC1)C=1C=C2[C@H]3[C@@H](N4C2=C(C1)CC4)CCN(C3)C(=O)OC(C)(C)C)C (tert-butyl (6aS,10aR)-2-(3-chloro-2-methylphenyl)-4,5,7,8,10,10a-hexahydropyrido[4,3-b]pyrrolo[3,2,1-hi]indole-9(6aH)-carboxylate). As a reaction SMILES: Br[C:2]1[CH:3]=[C:4]2[C:8]3=[C:9]([CH2:11][CH2:12][N:7]3[C@H:6]3[CH2:13][CH2:14][N:15]([C:17]([O:19][C:20]([CH3:23])([CH3:22])[CH3:21])=[O:18])[CH2:16][C@@H:5]23)[CH:10]=1.[Cl:24][C:25]1[C:26]([CH3:34])=[C:27](B(O)O)[CH:28]=[CH:29][CH:30]=1>>[Cl:24][C:25]1[C:26]([CH3:34])=[C:27]([C:2]2[CH:3]=[C:4]3[C:8]4=[C:9]([CH2:11][CH2:12][N:7]4[C@H:6]4[CH2:13][CH2:14][N:15]([C:17]([O:19][C:20]([CH3:21])([CH3:22])[CH3:23])=[O:18])[CH2:16][C@@H:5]34)[CH:10]=2)[CH:28]=[CH:29][CH:30]=1. Procedure: The title compound was prepared by the method of Example 89 step C from tert-butyl (6aS,10aR)-2-bromo-4,5,7,8,10,10a-hexahydropyrido[4,3-b]pyrrolo[3,2,1-hi]indole-9(6aH) carboxylate (189 mg, 0.5 mmol) and 3-chloro-2-methylphenylboronic acid (140 mg, 1.0 mmol) to afford after chromatographic purification the title compound (99 mg, 47%). 1H NMR (CDCl3, 300 MHz) δ7.28-7.31 (m, 1H), 7.10 (d, 2H, J=4.4 Hz), 6.85 (s, 1H), 6.81 (s, 1H), 3.82-4.24 (m, 2H), 3.64-3.74 (m, 1H), 3.24-3.54 (m, 4H), 2.86-3.26...